Dataset: the Open Reaction Database (ORD), a public repository of structured organic reaction records. Task: describe an organic reaction: reactants, conditions, products, and yield Reactants: CN(c1cc(OCCCS(C)(=O)=O)cc2cc(C3=NCC(CN4CCSCC4)S3)[nH]c12)S(=O)(=O)c1ccccn1, CCO, [Na+], [Na+], C1CCOC1, O, O=S([O-])[O-]. Yields the product CN(c1cc(OCCCS(C)(=O)=O)cc2cc(C3=NCC(CN4CCS(=O)CC4)S3)[nH]c12)S(=O)(=O)c1ccccn1. As a reaction SMILES: [CH3:1][N:2]([S:3](=[O:4])(=[O:5])[c:6]1[n:7][cH:8][cH:9][cH:10][cH:11]1)[c:12]1[cH:13][c:14]([O:33][CH2:34][CH2:35][CH2:36][S:37](=[O:38])(=[O:39])[CH3:40])[cH:15][c:16]2[cH:17][c:18]([C:21]3=[N:25][CH2:24][CH:23]([CH2:26][N:27]4[CH2:28][CH2:29][S:30][CH2:31][CH2:32]4)[S:22]3)[nH:19][c:20]12.[CH3:41][CH2:42][OH:43].[Na+:49].[Na+:50].[O:51]1[CH2:52][CH2:53][CH2:54][CH2:55]1.[OH2:44].[S:45]([O-:46])([O-:47])=[O:48]>>[CH3:1][N:2]([S:3](=[O:4])(=[O:5])[c:6]1[n:7][cH:8][cH:9][cH:10][cH:11]1)[c:12]1[cH:13][c:14]([O:33][CH2:34][CH2:35][CH2:36][S:37](=[O:38])(=[O:39])[CH3:40])[cH:15][c:16]2[cH:17][c:18]([C:21]3=[N:25][CH2:24][CH:23]([CH2:26][N:27]4[CH2:28][CH2:29][S:30](=[O:43])[CH2:31][CH2:32]4)[S:22]3)[nH:19][c:20]12. Reaction SMILES: [CH3:32][C:33](=[O:34])[CH3:35].[CH:22]1([N:29]=[C:30]=[O:31])[CH2:23][CH2:24][CH2:25][CH2:26][CH2:27][CH2:28]1.[CH:4]1([NH:11][c:12]2[c:13]([S:18](=[O:19])(=[O:20])[NH2:21])[cH:14][n:15][cH:16][cH:17]2)[CH2:5][CH2:6][CH2:7][CH2:8][CH2:9][CH2:10]1.[Na+:2].[OH-:1].[OH2:3]>>[CH:4]1([NH:11][c:12]2[c:13]([S:18](=[O:19])(=[O:20])[NH:21][C:30]([NH:29][CH:22]3[CH2:23][CH2:24][CH2:25][CH2:26][CH2:27][CH2:28]3)=[O:31])[cH:14][n:15][cH:16][cH:17]2)[CH2:5][CH2:6][CH2:7][CH2:8][CH2:9][CH2:10]1. Starting materials: CC(C)=O, O=C=NC1CCCCCC1, NS(=O)(=O)c1cnccc1NC1CCCCCC1, [Na+], [OH-], O. Yields the product O=C(NC1CCCCCC1)NS(=O)(=O)c1cnccc1NC1CCCCCC1. Starting materials: S1C(=CC=C1)C=1SC=CC1 (2,2′-Bithiophene), BrC=1C=CC(=C(C=O)C1)Cl (5-bromo-2-chlorobenzaldehyde). Product: BrC=1C=CC(=C(C1)CC=1SC(=CC1)C=1SC=CC1)Cl (5-Bromo-2-chloro-1-(5-(2-thienyl)-2-thienylmethyl)benzene). RXN SMILES: [S:1]1[CH:5]=[CH:4][CH:3]=[C:2]1[C:6]1[S:7][CH:8]=[CH:9][CH:10]=1.[Br:11][C:12]1[CH:13]=[CH:14][C:15]([Cl:20])=[C:16]([CH:19]=1)[CH:17]=O>>[Br:11][C:12]1[CH:13]=[CH:14][C:15]([Cl:20])=[C:16]([CH2:17][C:5]2[S:1][C:2]([C:6]3[S:7][CH:8]=[CH:9][CH:10]=3)=[CH:3][CH:4]=2)[CH:19]=1. Procedure details: 2,2′-Bithiophene and 5-bromo-2-chlorobenzaldehyde obtained in Reference Example 16-(1) were used and treated in a manner similar to Reference Example 9 to give the target compound. APCI-Mass m/Z 369/371 (M+H).